From a dataset of the Open Reaction Database (ORD), a public repository of structured organic reaction records. describe an organic reaction: reactants, conditions, products, and yield Starting materials: resultant mixture, P(=O)([O-])([O-])[O-].[Na+].[Na+].[Na+] (sodium phosphate), N1=CC=C(C=C1)SC1=C(N2C([C@H]([C@H]2C1)C(C)(OC(=O)OCC1=CC=C(C=C1)[N+](=O)[O-])C)=O)C(=O)OCC1=CC=C(C=C1)[N+](=O)[O-] (4-nitrobenzyl(5R,6R)-3-(4-pyridylthio)-6-[1-methyl-1-(4-nitrobenzyloxycarbonyloxy)ethyl]-7-oxo-1-azabicyclo[3.2.0]hept-2-ene-2-carboxylate), C([O-])(O)=O.[Na+] (sodium bicarbonate), P(=O)([O-])([O-])[O-].[Na+].[Na+].[Na+] (sodium phosphate). Reagents/catalysts: [Pd] (palladium on activated charcoal). Solvent: O1CCOCC1 (dioxane), O1CCOCC1 (dioxane). Yields the product N1=CC=C(C=C1)SC1=C(N2C([C@H]([C@H]2C1)C(C)(C)O)=O)C(=O)[O-].[Na+] (sodium (5R,6R)-3-(4-pyridylthio)-6-(1-hydroxy-1-methylethyl)-7-oxo-1-azabicyclo[3.2.0]-hept-2-ene-2-carboxylate). RXN SMILES: P([O-])([O-])([O-])=O.[Na+:6].[Na+].[Na+].[N:9]1[CH:14]=[CH:13][C:12]([S:15][C:16]2[CH2:22][C@H:21]3[N:18]([C:19](=[O:40])[C@H:20]3[C:23]([CH3:39])([O:25]C(OCC3C=CC([N+]([O-])=O)=CC=3)=O)[CH3:24])[C:17]=2[C:41]([O:43]CC2C=CC([N+]([O-])=O)=CC=2)=[O:42])=[CH:11][CH:10]=1.C(=O)(O)[O-].[Na+]>[Pd].O1CCOCC1>[N:9]1[CH:14]=[CH:13][C:12]([S:15][C:16]2[CH2:22][C@H:21]3[N:18]([C:19](=[O:40])[C@H:20]3[C:23]([OH:25])([CH3:39])[CH3:24])[C:17]=2[C:41]([O-:43])=[O:42])=[CH:11][CH:10]=1.[Na+:6] |f:0.1.2.3,5.6,9.10|. Procedure details: A mixture of 5% palladium on activated charcoal (50 ml), dioxane (3.5 ml) and 1/30M sodium phosphate buffer solution (pH 7.0, 1.5 ml) was shaken for an hour under hydrogen atmosphere (40 psi) at ambient temperature. To this mixture was added a solution of 4-nitrobenzyl(5R,6R)-3-(4-pyridylthio)-6-[1-methyl-1-(4-nitrobenzyloxycarbonyloxy)ethyl]-7-oxo-1-azabicyclo[3.2.0]hept-2-ene-2-carboxylate (43 mg) in a mixture of dioxane (3.5 ml) and 1/30M sodium phosphate buffer solution (pH 7.0, 1.5 ml) at 0...